Dataset: the Open Reaction Database (ORD), a public repository of structured organic reaction records. Task: describe an organic reaction: reactants, conditions, products, and yield Reactants: CCC(C)Br, O=C([O-])[O-], CCOC(=O)C1(NC(=O)c2cccc(C)c2O)Cc2ccccc2C1, [Cs+], [Cs+], CN(C)C=O. Yields the product CCOC(=O)C1(NC(=O)c2cccc(C)c2OC(C)CC)Cc2ccccc2C1. RXN SMILES: [Br:32][CH:33]([CH3:34])[CH2:35][CH3:36].[C:26](=[O:27])([O-:28])[O-:29].[CH2:1]([CH3:2])[O:3][C:4](=[O:5])[C:6]1([NH:15][C:16]([c:17]2[c:18]([OH:24])[c:19]([CH3:23])[cH:20][cH:21][cH:22]2)=[O:25])[CH2:7][c:8]2[cH:9][cH:10][cH:11][cH:12][c:13]2[CH2:14]1.[Cs+:30].[Cs+:31].[O:37]=[CH:38][N:39]([CH3:40])[CH3:41]>>[CH2:1]([CH3:2])[O:3][C:4](=[O:5])[C:6]1([NH:15][C:16]([c:17]2[c:18]([O:24][CH:33]([CH3:34])[CH2:35][CH3:36])[c:19]([CH3:23])[cH:20][cH:21][cH:22]2)=[O:25])[CH2:7][c:8]2[cH:9][cH:10][cH:11][cH:12][c:13]2[CH2:14]1.